Dataset: the Open Reaction Database (ORD), a public repository of structured organic reaction records. Task: describe an organic reaction: reactants, conditions, products, and yield Starting materials: [N+](=O)([O-])C1=CN=C(N1CCO)C=CN(C)C (5-nitro-1-(2-hydroxyethyl)-2-(2-dimethylaminovinyl)-imidazole), CC1=CC=C(C=C1)S(=O)(=O)Cl (p-toluenesulfochloride). The solvent is N1=CC=CC=C1 (pyridine). Product: [N+](=O)([O-])C1=CN=C(N1CCOS(=O)(=O)C1=CC=C(C=C1)C)C=CN(C)C (5-nitro-1-(2-p-toluenesulfonyloxyethyl)-2-(2-dimethylaminovinyl)-imidazole). Reaction SMILES: [N+:1]([C:4]1[N:8]([CH2:9][CH2:10][OH:11])[C:7]([CH:12]=[CH:13][N:14]([CH3:16])[CH3:15])=[N:6][CH:5]=1)([O-:3])=[O:2].[CH3:17][C:18]1[CH:23]=[CH:22][C:21]([S:24](Cl)(=[O:26])=[O:25])=[CH:20][CH:19]=1>N1C=CC=CC=1>[N+:1]([C:4]1[N:8]([CH2:9][CH2:10][O:11][S:24]([C:21]2[CH:22]=[CH:23][C:18]([CH3:17])=[CH:19][CH:20]=2)(=[O:26])=[O:25])[C:7]([CH:12]=[CH:13][N:14]([CH3:15])[CH3:16])=[N:6][CH:5]=1)([O-:3])=[O:2]. Procedure details: 2.26 g. (0.01 mole) of 5-nitro-1-(2-hydroxyethyl)-2-(2-dimethylaminovinyl)-imidazole and 1.9 g. (0.01 mole) of p-toluenesulfochloride were agitated in 20 ml. of pyridine at 20° C. for 2 hours. Then, the mixture was poured on ice water and vacuum-filtered; m.p. 116°-118° C. Reactants: CC(C)(C)[O-], CS(C)=O, O=[N+]([O-])c1cccc(F)c1, [K+], O, Oc1cccc(Cl)c1. Yields the product O=[N+]([O-])c1cccc(Oc2cccc(Cl)c2)c1. As a reaction SMILES: [CH3:1][C:2]([CH3:3])([O-:4])[CH3:5].[CH3:26][S:27]([CH3:28])=[O:29].[F:15][c:16]1[cH:17][c:18]([N+:22](=[O:23])[O-:24])[cH:19][cH:20][cH:21]1.[K+:6].[OH2:25].[OH:7][c:8]1[cH:9][cH:10][cH:11][c:12]([Cl:13])[cH:14]1>>[O:7]([c:8]1[cH:9][cH:10][cH:11][c:12]([Cl:13])[cH:14]1)[c:16]1[cH:17][c:18]([N+:22](=[O:23])[O-:24])[cH:19][cH:20][cH:21]1. The reactants are COC(=O)C1=C2N=CN(C2=NC=N1)C1=CC=C(C=C1)NC(=O)NC1=CC(=C(C=C1)Cl)C(F)(F)F (9-{4-[3-(4-chloro-3-(trifluoromethyl)phenyl)ureido]phenyl}-9H-purine-6-carboxylic acid methyl ester), [OH-].[Na+] (sodium hydroxide), Cl (hydro-chloric acid). Run in CO (methanol). Reaction conditions: time 8 hour. Product: ClC1=C(C=C(C=C1)NC(NC1=CC=C(C=C1)N1C2=NC=NC(=C2N=C1)C(=O)O)=O)C(F)(F)F (9-{4-[3-(4-Chloro-3-(trifluoromethyl)phenyl)ureido]-phenyl}-9H-purine-6-carboxylic acid). Isolated yield 68.4%. Reaction SMILES: C[O:2][C:3]([C:5]1[N:13]=[CH:12][N:11]=[C:10]2[C:6]=1[N:7]=[CH:8][N:9]2[C:14]1[CH:19]=[CH:18][C:17]([NH:20][C:21]([NH:23][C:24]2[CH:29]=[CH:28][C:27]([Cl:30])=[C:26]([C:31]([F:34])([F:33])[F:32])[CH:25]=2)=[O:22])=[CH:16][CH:15]=1)=[O:4].[OH-].[Na+].Cl>CO>[Cl:30][C:27]1[CH:28]=[CH:29][C:24]([NH:23][C:21](=[O:22])[NH:20][C:17]2[CH:18]=[CH:19][C:14]([N:9]3[CH:8]=[N:7][C:6]4[C:10]3=[N:11][CH:12]=[N:13][C:5]=4[C:3]([OH:4])=[O:2])=[CH:15][CH:16]=2)=[CH:25][C:26]=1[C:31]([F:34])([F:32])[F:33] |f:1.2|. Reported procedure: In 3 mL of methanol, 45 mg (0.092 mmol) of 9-{4-[3-(4-chloro-3-(trifluoromethyl)phenyl)ureido]phenyl}-9H-purine-6-carboxylic acid methyl ester, and 2 mL of a 0.1 N sodium hydroxide aqueous solution was added thereto and the mixture solution was stirred at room temperature overnight. The reaction solution was neutralized with 0.1 N hydro-chloric acid, and then the deposited product was washed with water to obtain 30 mg (69%) of a target product as a pale yellow solid. Reactants: ClC1=CC=C(C=C1)C1CCC(CC1)C=1C(C2=CC=CC=C2C(C1Cl)=O)=O (2-[4-(4-chlorophenyl)cyclohexyl]-3-Chloro-1,4-naphthoquinone), [OH-].[K+] (potassium hydroxide), Cl (hydrochloric acid). Run in O (water), CO (methanol). The product is ClC1=CC=C(C=C1)C1CCC(CC1)C=1C(C2=CC=CC=C2C(C1O)=O)=O (2-[4-(4-chlorophenyl)cyclohexyl]-3-hydroxy-1,4-naphthoquinone). RXN SMILES: [Cl:1][C:2]1[CH:7]=[CH:6][C:5]([CH:8]2[CH2:13][CH2:12][CH:11]([C:14]3[C:15](=[O:26])[C:16]4[C:21]([C:22](=[O:25])[C:23]=3Cl)=[CH:20][CH:19]=[CH:18][CH:17]=4)[CH2:10][CH2:9]2)=[CH:4][CH:3]=1.[OH-:27].[K+].Cl>CO.O>[Cl:1][C:2]1[CH:3]=[CH:4][C:5]([CH:8]2[CH2:9][CH2:10][CH:11]([C:14]3[C:15](=[O:26])[C:16]4[C:21]([C:22](=[O:25])[C:23]=3[OH:27])=[CH:20][CH:19]=[CH:18][CH:17]=4)[CH2:12][CH2:13]2)=[CH:6][CH:7]=1 |f:1.2|. Procedure details: The product of stage (b) was suspended in 10 ml of boiling methanol and 0.55 g of potassium hydroxide in 5.5 ml of water was added dropwise over 15 mins. The mixture was refluxed until a dark red solution formed, (after ca. 6 hrs) when 2 ml of concentrated hydrochloric acid was cautiously added dropwise. The mixture was cooled and filtered, and the solid residue washed thoroughly with water. The water washings were re-acidified and filtered. The combined solid residues (500 mg) mp 200°-209°, wer... The reactants are CC1CN(CCN1C1=NC2=CC=CC=C2C=C1)C(=O)OC(C)(C)C (tert.butyl 3-methyl-4-quinolin-2-yl-piperazine-1-carboxylate). Solvent: FC(C(=O)O)(F)F (trifluoroacetic acid), ClCCl (dichloromethane). Product: CC1N(CCNC1)C1=NC2=CC=CC=C2C=C1 (2-(2-methyl-piperazin-1-yl)-quinoline). Reaction SMILES: [CH3:1][CH:2]1[N:7]([C:8]2[CH:17]=[CH:16][C:15]3[C:10](=[CH:11][CH:12]=[CH:13][CH:14]=3)[N:9]=2)[CH2:6][CH2:5][N:4](C(OC(C)(C)C)=O)[CH2:3]1>FC(F)(F)C(O)=O.ClCCl>[CH3:1][CH:2]1[CH2:3][NH:4][CH2:5][CH2:6][N:7]1[C:8]1[CH:17]=[CH:16][C:15]2[C:10](=[CH:11][CH:12]=[CH:13][CH:14]=2)[N:9]=1. Procedure details: A solution of 0.15 g (0.458 mmol) of tert.butyl 3-methyl-4-quinolin-2-yl-piperazine-1-carboxylate in 1 ml of trifluoroacetic acid and 20 ml of dichloromethane is stirred for ten hours at ambient temperature. Then the solution is concentrated by evaporation, the residue is taken up in water and made alkaline with dilute sodium hydroxide solution. The aqueous phase is extracted with dichloromethane and the organic phase is dried over sodium sulphate.